This data is from the Open Reaction Database (ORD), a public repository of structured organic reaction records. The task is: describe an organic reaction: reactants, conditions, products, and yield The reactants are O1CCC(C2=CC=CC=C12)=NO (4-Chromanone oxime), C1=CC=CC=C1 (benzene), C(C)N=C=O (ethyl isocyanate). Run in C(C)N(CC)CC (triethylamine). Conditions: time 8 hour. Product: C(C)NC(=O)ON=C1CCOC2=C1C=CC=C2 (2,3-Dihydro-4-H-1-Benzopyran-4-one O-(Ethylaminocarbonyl)oxime). RXN SMILES: [O:1]1[C:10]2[C:5](=[CH:6][CH:7]=[CH:8][CH:9]=2)[C:4](=[N:11][OH:12])[CH2:3][CH2:2]1.C1C=CC=CC=1.[CH2:19]([N:21]=[C:22]=[O:23])[CH3:20]>C(N(CC)CC)C>[CH2:19]([NH:21][C:22]([O:12][N:11]=[C:4]1[C:5]2[CH:6]=[CH:7][CH:8]=[CH:9][C:10]=2[O:1][CH2:2][CH2:3]1)=[O:23])[CH3:20]. Reported procedure: 4-Chromanone oxime (20 g, 0.12 mole) was added to benzene (260 ml) and refluxed for 45 min. in a flask equipped with a Dean-Stark trap. The solution was cooled to 25°-30°, triethylamine (0.5 ml) was added, followed by ethyl isocyanate (8.5 g, 0.12 mole). The solution was refluxed for 3 hrs. and stored overnight at room temperature. The mixture was filtered and the filtrate was stripped of solvent under reduced pressure. Anhydrous ether (100 ml) was added to the residue and the mixture was cooled... Reactants: [Si](C)(C)(C(C)(C)C)OCCCC(C(=O)C1=C(C=C(C(=C1)C=1C=NC=NC1)F)F)=C (5-((tert-butyldimethylsilyl)oxy)-1-(2,4-difluoro-5-(pyrimidin-5-yl)phenyl)-2-methylenepentan-1-one), NC(=S)N (thiourea), CCCC[N+](CCCC)(CCCC)CCCC.[F-] (TBAF). Run in CC(=O)O (HOAc), C1CCOC1 (THF). Reaction conditions: time 12 hour. Yields the product FC1=C(C=C(C(=C1)F)C=1C=NC=NC1)[C@]12N=C(SC[C@H]1CCCO2)N ((4aS,8aS)-8a-(2,4-difluoro-5-(pyrimidin-5-yl)phenyl)-4,4a,5,6,7,8a-hexahydropyrano[2,3-d][1,3]thiazin-2-amine). The yield is 2.3%. RXN SMILES: [Si](O[CH2:9][CH2:10][CH2:11][C:12](=[CH2:29])[C:13]([C:15]1[CH:20]=[C:19]([C:21]2[CH:22]=[N:23][CH:24]=[N:25][CH:26]=2)[C:18]([F:27])=[CH:17][C:16]=1[F:28])=[O:14])(C(C)(C)C)(C)C.[NH2:30][C:31]([NH2:33])=[S:32].CCCC[N+](CCCC)(CCCC)CCCC.[F-]>CC(O)=O.C1COCC1>[F:28][C:16]1[CH:17]=[C:18]([F:27])[C:19]([C:21]2[CH:26]=[N:25][CH:24]=[N:23][CH:22]=2)=[CH:20][C:15]=1[C@@:13]12[O:14][CH2:9][CH2:10][CH2:11][C@@H:12]1[CH2:29][S:32][C:31]([NH2:33])=[N:30]2 |f:2.3|. Reported procedure: To a solution of 5-((tert-butyldimethylsilyl)oxy)-1-(2,4-difluoro-5-(pyrimidin-5-yl)phenyl)-2-methylenepentan-1-one (Preparation 16, 606 mg, 1.448 mmol) in HOAc (7239 μL) was added thiourea (441 mg, 5.79 mmol), and a suspension was formed. The reaction mixture was stirred at rt for 12 h, and a clear yellowish solution was formed. TBAF (2172 μL, 2.172 mmol) in THF was added, and the reaction mixture was stirred at rt for 5 h, followed by heating at 60° C. for 12 h. This crude reaction mixture was... As a reaction SMILES: Cl[C:2]1[N:7]2[N:8]=[C:9]([NH:11][C:12](=[O:19])[C:13]3[CH:18]=[CH:17][CH:16]=[CH:15][CH:14]=3)[N:10]=[C:6]2[CH:5]=[CH:4][CH:3]=1.[CH:20]1([NH2:26])[CH2:25][CH2:24][CH2:23][CH2:22][CH2:21]1>>[CH:20]1([NH:26][C:2]2[N:7]3[N:8]=[C:9]([NH:11][C:12](=[O:19])[C:13]4[CH:18]=[CH:17][CH:16]=[CH:15][CH:14]=4)[N:10]=[C:6]3[CH:5]=[CH:4][CH:3]=2)[CH2:25][CH2:24][CH2:23][CH2:22][CH2:21]1. Reactants: ClC1=CC=CC=2N1N=C(N2)NC(C2=CC=CC=C2)=O (N-(5-chloro[1,2,4]triazolo[1,5-a]pyridin-2-yl)benzamide), C1(CCCCC1)N (cyclohexylamine). Yields the product C1(CCCCC1)NC1=CC=CC=2N1N=C(N2)NC(C2=CC=CC=C2)=O (N-[5-(cyclohexylamino)[1,2,4]triazolo[1,5-a]pyridin-2-yl]benzamide). Reported procedure: The title compound was prepared following procedure described for example 30 but starting from N-(5 chloro[1,2,4]triazolo[1,5-a]pyridin-2-yl)benzamide ((B3), 50 mg; 0.18 mmol; 1.0 eq.) and cyclohexylamine (1.0 mL) as an off-white powder (50 mg, 81%). HPLC, Rt: 3.33 min. (purity 94.3%). LC/MS, M+(ESI): 336.2, M−(ESI): 334.1. Starting materials: O=C([O-])[O-], CC#N, CI, COc1ccc(S(=O)(=O)Nc2nc(-c3cccc([N+](=O)[O-])c3)cs2)cc1OC, [K+], [K+]. Yields the product COc1ccc(S(=O)(=O)N(C)c2nc(-c3cccc([N+](=O)[O-])c3)cs2)cc1OC. As a reaction SMILES: [C:1](=[O:2])([O-:3])[O-:4].[CH3:37][C:38]#[N:39].[CH3:7][I:8].[CH3:9][O:10][c:11]1[cH:12][c:13]([S:19](=[O:20])(=[O:21])[NH:22][c:23]2[s:24][cH:25][c:26](-[c:28]3[cH:29][c:30]([N+:34](=[O:35])[O-:36])[cH:31][cH:32][cH:33]3)[n:27]2)[cH:14][cH:15][c:16]1[O:17][CH3:18].[K+:5].[K+:6]>>[CH3:1][N:22]([S:19]([c:13]1[cH:12][c:11]([O:10][CH3:9])[c:16]([O:17][CH3:18])[cH:15][cH:14]1)(=[O:20])=[O:21])[c:23]1[s:24][cH:25][c:26](-[c:28]2[cH:29][c:30]([N+:34](=[O:35])[O-:36])[cH:31][cH:32][cH:33]2)[n:27]1. Starting materials: C1=NC(=CC2=CC=CC=C12)NC1=NC=CC(=C1)CN1CCN(CC1)C(=O)OC(C)(C)C (2-(Isoquinolin-3-ylamino)-4-(4-tert-butoxycarbonylpiperazin-1-ylmethyl)-pyridine), Cl.CCOC(=O)C (HCl EtOAc). The product is C1=NC(=CC2=CC=CC=C12)NC1=NC=CC(=C1)CN1CCNCC1 (Isoquinolin-3-yl-(4-piperazin-1-ylmethyl-pyridin-2-yl)-amine). As a reaction SMILES: [CH:1]1[C:10]2[C:5](=[CH:6][CH:7]=[CH:8][CH:9]=2)[CH:4]=[C:3]([NH:11][C:12]2[CH:17]=[C:16]([CH2:18][N:19]3[CH2:24][CH2:23][N:22](C(OC(C)(C)C)=O)[CH2:21][CH2:20]3)[CH:15]=[CH:14][N:13]=2)[N:2]=1.Cl.CCOC(C)=O>>[CH:1]1[C:10]2[C:5](=[CH:6][CH:7]=[CH:8][CH:9]=2)[CH:4]=[C:3]([NH:11][C:12]2[CH:17]=[C:16]([CH2:18][N:19]3[CH2:24][CH2:23][NH:22][CH2:21][CH2:20]3)[CH:15]=[CH:14][N:13]=2)[N:2]=1 |f:1.2|. Procedure details: 2-(Isoquinolin-3-ylamino)-4-(4-tert-butoxycarbonylpiperazin-1-ylmethyl)-pyridine was treated with 8 M HCl/EtOAc to afford the title compound as a salt in near quantitative yield (50 mg). 1H NMR (CDCl3, 300 MHz) δ: 3.44 (s, 4H, PyridylCH2NCH2CH2), 3.45 (s, 4H, NHCH2), 4.25 (s, 2H, pyridylCH2), 7.01-8.87 (m, 9H, isoquinolyl+pyridyl).